This data is from the Open Reaction Database (ORD), a public repository of structured organic reaction records. The task is: describe an organic reaction: reactants, conditions, products, and yield The reactants are CC(=O)CC(C)C, O=c1[nH]c2cc(Cl)ccc2n1C1CCNCC1, O=c1[nH]c2ccccc2n1CCCCl, [I-], [K+], [Na+], [Na+], O=C([O-])[O-], O. The product is O=c1[nH]c2ccccc2n1CCCN1CCC(n2c(=O)[nH]c3cc(Cl)ccc32)CC1. Reaction SMILES: [CH3:41][CH:42]([CH3:43])[CH2:44][C:45](=[O:46])[CH3:47].[Cl:15][c:16]1[cH:17][c:18]2[c:19]([n:20]([CH:24]3[CH2:25][CH2:26][NH:27][CH2:28][CH2:29]3)[c:21](=[O:23])[nH:22]2)[cH:30][cH:31]1.[Cl:1][CH2:2][CH2:3][CH2:4][n:5]1[c:6](=[O:14])[nH:7][c:8]2[c:9]1[cH:10][cH:11][cH:12][cH:13]2.[I-:39].[K+:38].[Na+:32].[Na+:33].[O-:34][C:35](=[O:36])[O-:37].[OH2:40]>>[CH2:2]([CH2:3][CH2:4][n:5]1[c:6](=[O:14])[nH:7][c:8]2[c:9]1[cH:10][cH:11][cH:12][cH:13]2)[N:27]1[CH2:26][CH2:25][CH:24]([n:20]2[c:19]3[c:18]([cH:17][c:16]([Cl:15])[cH:31][cH:30]3)[nH:22][c:21]2=[O:23])[CH2:29][CH2:28]1. Reactants: COc1ccc(C(=O)N2c3ccccc3C(O)CC2C)cc1OC, c1ccc2c(c1)NCCO2. Yields the product COc1ccc(C(=O)N2c3ccccc3C(N3CCOc4ccccc43)CC2C)cc1OC. Reaction SMILES: [CH3:1][O:2][c:3]1[cH:4][c:5]([C:6](=[O:7])[N:8]2[CH:9]([CH3:19])[CH2:10][CH:11]([OH:18])[c:12]3[cH:13][cH:14][cH:15][cH:16][c:17]32)[cH:20][cH:21][c:22]1[O:23][CH3:24].[O:25]1[CH2:26][CH2:27][NH:28][c:29]2[c:30]1[cH:31][cH:32][cH:33][cH:34]2>>[CH3:1][O:2][c:3]1[cH:4][c:5]([C:6](=[O:7])[N:8]2[CH:9]([CH3:19])[CH2:10][CH:11]([N:28]3[CH2:27][CH2:26][O:25][c:30]4[c:29]3[cH:34][cH:33][cH:32][cH:31]4)[c:12]3[cH:13][cH:14][cH:15][cH:16][c:17]32)[cH:20][cH:21][c:22]1[O:23][CH3:24]. Starting materials: Cl.FC1=CC=C(C=C1)C1CCNC=C1 (4-(4-fluorophenyl) tetrahydro pyridine hydrochloride). The reagents and catalysts are [Pd] (Pd/C). Run in CO (MeOH). Conditions: time 18 hour. The product is FC1=CC=C(C=C1)C1CCNCC1 (4-(4-Fluorophenyl)piperidine). The yield is 118.7%. RXN SMILES: Cl.[F:2][C:3]1[CH:8]=[CH:7][C:6]([CH:9]2[CH:14]=[CH:13][NH:12][CH2:11][CH2:10]2)=[CH:5][CH:4]=1>CO.[Pd]>[F:2][C:3]1[CH:8]=[CH:7][C:6]([CH:9]2[CH2:10][CH2:11][NH:12][CH2:13][CH2:14]2)=[CH:5][CH:4]=1 |f:0.1|. Reported procedure: A mixture of 10 g (47 mmol) of 4-(4-fluorophenyl) tetrahydro pyridine hydrochloride (Aldrich-Saylor) and 1.18 g of 10% Pd/C in 100 mL of degassed MeOH (N2) was stirred under hydrogen at 45 psi for 18 h. The reaction mixture was then filtered though a thin pad of celite eluting with MeOH. The filtrate was concentrated and the residue was stirred in 75 mL of ether. To it at 0° C. was added 5 g of solid NaOH. The layers were separated and the aqueous layer was extracted with ether. The combined org... The reactants are [Br-], CON(C)C(=O)c1cccc(-c2ccc3oc(CCN4CCCC4C)cc3c2)c1, [Mg+]C1CC1. Yields the product CC1CCCN1CCc1cc2cc(-c3cccc(C(=O)C4CC4)c3)ccc2o1. Reaction SMILES: [Br-:30].[CH3:1][O:2][N:3]([C:4]([c:5]1[cH:6][c:7](-[c:11]2[cH:12][cH:13][c:14]3[c:15]([cH:16][c:17]([CH2:19][CH2:20][N:21]4[CH:22]([CH3:26])[CH2:23][CH2:24][CH2:25]4)[o:18]3)[cH:27]2)[cH:8][cH:9][cH:10]1)=[O:28])[CH3:29].[CH:31]1([Mg+:34])[CH2:32][CH2:33]1>>[C:4]([c:5]1[cH:6][c:7](-[c:11]2[cH:12][cH:13][c:14]3[c:15]([cH:16][c:17]([CH2:19][CH2:20][N:21]4[CH:22]([CH3:26])[CH2:23][CH2:24][CH2:25]4)[o:18]3)[cH:27]2)[cH:8][cH:9][cH:10]1)(=[O:28])[CH:31]1[CH2:32][CH2:33]1.